This data is from the Open Reaction Database (ORD), a public repository of structured organic reaction records. The task is: describe an organic reaction: reactants, conditions, products, and yield Reactants: OC1=C(C(=O)O)C=CC=N1 (2-Hydroxynicotinic acid), ClS(=O)(=O)O (chlorosulfonic acid). Run at temperature 160 celsius. The yield is 44.0%. RXN SMILES: [OH:1][C:2]1[N:10]=[CH:9][CH:8]=[CH:7][C:3]=1[C:4]([OH:6])=[O:5].[Cl:11][S:12](O)(=[O:14])=[O:13]>>[Cl:11][S:12]([C:8]1[CH:9]=[N:10][C:2]([OH:1])=[C:3]([CH:7]=1)[C:4]([OH:6])=[O:5])(=[O:14])=[O:13]. Procedure details: 2-Hydroxynicotinic acid (10.0 g, 71.8 mmol) was dissolved in 25 ml of chlorosulfonic acid and heated to 160° C. overnight. After cooling the reaction was slowly poured into ice and stirred in an ice bath until a white precipitate formed. The solid was filtered off and dried under vacuum to afford 7.55 g of 5-(chlorosulfonyl)-2-hydroxynicotinic acid (44% yield). 1H NMR (300 MHz, DMSO-d6) δ ppm 7.9 (dd, J=2.5, 0.7 Hz, 1H) 8.4 (dd, J=2.6, 0.7 Hz, 1H). Yields the product ClS(=O)(=O)C=1C=NC(=C(C(=O)O)C1)O (5-(chlorosulfonyl)-2-hydroxynicotinic acid). Starting materials: IC1=CC=C(C=C1)C(C=O)C (2-(4-iodophenyl)propionaldehyde), C[O-].[Na+] (sodium methylate), C(OC)([O-])[O-] (methyl orthoformate). Reagents/catalysts: C1(=CC=C(C=C1)S(=O)(=O)O)C (p-toluenesulfonic acid). Run in CO (methanol). Reaction conditions: time 10 minute. Product: COC(C(C)C1=CC=C(C=C1)I)OC (2-(4-iodophenyl)propionaldehyde dimethyl acetal). The yield is 762.3%. Reaction SMILES: [I:1][C:2]1[CH:7]=[CH:6][C:5]([CH:8]([CH3:11])[CH:9]=[O:10])=[CH:4][CH:3]=1.[CH:12]([O-])([O-])[O:13]C.[CH3:17][O-].[Na+]>CO.C1(C)C=CC(S(O)(=O)=O)=CC=1>[CH3:17][O:10][CH:9]([O:13][CH3:12])[CH:8]([C:5]1[CH:4]=[CH:3][C:2]([I:1])=[CH:7][CH:6]=1)[CH3:11] |f:2.3|. Reported procedure: To a solution of 39.2 g of 2-(4-iodophenyl)propionaldehyde in 39.2 ml of methanol was added 0.2 g of p-toluenesulfonic acid, and the mixture was stirred for 10 minutes. After addition of 19.2 g of methyl orthoformate, stirring was continued for 30 minutes. After completion of the reaction, 1.0 g of sodium methylate was added to the reaction mixture and the solvent was removed by distillation under reduced pressure. On distillation of the residue, there was obtained 43.2 g of 2-(4-iodophenyl)prop...